Dataset: the Open Reaction Database (ORD), a public repository of structured organic reaction records. Task: describe an organic reaction: reactants, conditions, products, and yield Reactants: solution, [H-].C(C(C)C)[Al+]CC(C)C (diisobutylaluminum hydride), CC(CC=1C=C(C=CC1)C1=CC(=CC=C1)CC(C)(C)C#N)(C)C#N (3,3'-bis(2-methyl-2-cyanopropyl)biphenyl), reagent, O (water), O (water). The solvent is C1(=CC=CC=C1)C (toluene), C1(=CC=CC=C1)C (toluene), CO (methanol), CO (methanol). Conditions: time 1 day. Yields the product CC(CC=1C=C(C=CC1)C1=CC(=CC=C1)CC(CN)(C)C)(CN)C (3,3'-Bis(2,2-dimethyl-3-aminopropyl)biphenyl). As a reaction SMILES: [CH3:1][C:2]([C:23]#[N:24])([CH3:22])[CH2:3][C:4]1[CH:5]=[C:6]([C:10]2[CH:15]=[CH:14][CH:13]=[C:12]([CH2:16][C:17]([C:20]#[N:21])([CH3:19])[CH3:18])[CH:11]=2)[CH:7]=[CH:8][CH:9]=1.[H-].C([Al+]CC(C)C)C(C)C.O>C1(C)C=CC=CC=1.CO>[CH3:18][C:17]([CH3:19])([CH2:20][NH2:21])[CH2:16][C:12]1[CH:11]=[C:10]([C:6]2[CH:7]=[CH:8][CH:9]=[C:4]([CH2:3][C:2]([CH3:1])([CH3:22])[CH2:23][NH2:24])[CH:5]=2)[CH:15]=[CH:14][CH:13]=1 |f:1.2|. Reported procedure: In a 2-liter flask, equipped as described in Example 1(b), was put 10.90 g of 3,3'-bis(2-methyl-2-cyanopropyl)biphenyl and 500 ml of reagent grade toluene which had been passed through acid alumina under nitrogen directly into the reaction vessel. With stirring at room temperature, 118 ml of a 25% solution of diisobutylaluminum hydride in toluene was added in 25 minutes. The mixture was refluxed for 18 hrs, and then allowed to stand at room temperature for 1 day. After the mixture had been coole... Starting materials: COCCOCCN(CCOCCOC)CCOCCOC (tris[2-(2-methoxyethoxy)ethyl]amine), ClC1=CC=C(C(=O)C2=CC=CC=C2)C=C1 (4-chlorobenzophenone), N(=O)[O-].[Na+] (sodium nitrite), CC1(CC2(OCCO2)CC(P1C1=C(C(=CC=C1OC)OC)C1=C(C=C(C=C1C(C)C)C(C)C)C(C)C)(C)C)C (7,7,9,9-tetramethyl-8-(2′,4′,6′-triisopropyl-3,6-dimethoxybiphenyl-2-yl)-1,4-dioxa-8-phosphaspiro[4.5]decane). Reagents/catalysts: C=1C=CC(=CC1)/C=C/C(=O)/C=C/C2=CC=CC=C2.C=1C=CC(=CC1)/C=C/C(=O)/C=C/C2=CC=CC=C2.C=1C=CC(=CC1)/C=C/C(=O)/C=C/C2=CC=CC=C2.[Pd].[Pd] (tris(dibenzylideneacetone)dipalladium(0)). Run in C(C)(C)(C)O (t-butyl alcohol), O1CCCC1 (tetrahydrofuran). Yields the product [N+](=O)([O-])C1=CC=C(C#N)C=C1 (4-Nitrobenzonitrile). RXN SMILES: Cl[C:2]1[CH:15]=[CH:14][C:5]([C:6](C2C=CC=CC=2)=O)=[CH:4][CH:3]=1.[N:16]([O-:18])=[O:17].[Na+].CC1(C)P(C2C(OC)=CC=C(OC)C=2C2C(C(C)C)=CC(C(C)C)=CC=2C(C)C)C(C)(C)CC2(OCCO2)C1.COCCOCC[N:66](CCOCCOC)CCOCCOC>C(O)(C)(C)C.O1CCCC1.C1C=CC(/C=C/C(/C=C/C2C=CC=CC=2)=O)=CC=1.C1C=CC(/C=C/C(/C=C/C2C=CC=CC=2)=O)=CC=1.C1C=CC(/C=C/C(/C=C/C2C=CC=CC=2)=O)=CC=1.[Pd].[Pd]>[N+:16]([C:2]1[CH:15]=[CH:14][C:5]([C:6]#[N:66])=[CH:4][CH:3]=1)([O-:18])=[O:17] |f:1.2,7.8.9.10.11|. Procedure details: In a nitrogen-atmosphere glovebox, a microwave vial equipped with a magnetic stir bar was charged with 4-chlorobenzophenone (100 mg, 0.426 mmol, 1 equivalent), sodium nitrite (63.7 mg, 0.923 mmol, 2 equivalents), tris(dibenzylideneacetone)dipalladium(0) (Pd2dba3) (0.005or 0.0025 equivalents) and 7,7,9,9-tetramethyl-8-(2′,4′,6′-triisopropyl-3,6-dimethoxybiphenyl-2-yl)-1,4-dioxa-8-phosphaspiro[4.5]decane (0.012 or 0.006 equivalents, respectively). The solids were slurried in t-butyl alcohol (0.84 ... The reactants are CC1=CC=C(C=C1)S(=O)(=O)OC[C@H](O)C1=CC(=C(C=C1)F)C(F)(F)F ((R)-2-(4-Fluoro-3-(trifluoromethyl)phenyl)-2-hydroxyethyl 4-methylbenzenesulfonate), [N-]=[N+]=[N-].[Na+] (Sodium azide). Solvent: CS(=O)C (DMSO). Run at temperature 80 celsius, time 3 hour. Yields the product N(=[N+]=[N-])C[C@H](O)C1=CC(=C(C=C1)F)C(F)(F)F ((R)-2-azido-1-(4-fluoro-3-trifluoromethylphenyl)-ethanol). The yield is 98.5%. As a reaction SMILES: CC1C=CC(S(O[CH2:12][C@@H:13]([C:15]2[CH:20]=[CH:19][C:18]([F:21])=[C:17]([C:22]([F:25])([F:24])[F:23])[CH:16]=2)[OH:14])(=O)=O)=CC=1.[N-:26]=[N+:27]=[N-:28].[Na+]>CS(C)=O>[N:26]([CH2:12][C@@H:13]([C:15]1[CH:20]=[CH:19][C:18]([F:21])=[C:17]([C:22]([F:25])([F:24])[F:23])[CH:16]=1)[OH:14])=[N+:27]=[N-:28] |f:1.2|. Procedure details: (R)-2-(4-Fluoro-3-(trifluoromethyl)phenyl)-2-hydroxyethyl 4-methylbenzenesulfonate (3.5 g, 9.25 mmol) was dissolved in 20 mL of DMSO. Sodium azide (1.2 g, 18.5 mmol) was added and the mixture was stirred at 80° C. for 3 h. The clear solution was cooled to room temperature and extracted with ethyl acetate and water. The organic layer was dried and concentrated to give (R)-2-azido-1-(4-fluoro-3-trifluoromethylphenyl)-ethanol as a pale brown oil (2.27 g) which was used as is in the next step. The yield is 90.0%. Yields the product C(C(C(CC(=O)O)C(=O)O)C(=O)O)C(=O)O.P(=O)(O)(O)[O-].[Na+] (1,2,3,4-Butanetetracarboxylic Acid Sodium Dihydrogen Phosphate). Reaction SMILES: [CH2:1]([C:14]([OH:16])=[O:15])[CH:2]([C:11]([OH:13])=[O:12])[CH:3]([C:8]([OH:10])=[O:9])[CH2:4][C:5]([OH:7])=[O:6].[P:17]([O-:21])([OH:20])([OH:19])=[O:18].[Na+:22]>>[CH2:4]([C:5]([OH:7])=[O:6])[CH:3]([C:8]([OH:10])=[O:9])[CH:2]([C:11]([OH:13])=[O:12])[CH2:1][C:14]([OH:16])=[O:15].[P:17]([O-:21])([OH:20])([OH:19])=[O:18].[Na+:22] |f:1.2,3.4.5|. The reactants are C(C(C(CC(=O)O)C(=O)O)C(=O)O)C(=O)O (1,2,3,4-butanetetracarboxylic acid), P(=O)(O)(O)[O-].[Na+] (sodium dihydrogen phosphate). Reported procedure: An aqueous treating bath was prepared containing a given concentration of 1,2,3,4-butanetetracarboxylic acid and sodium dihydrogen phosphate in an agent to catalyst gfw ratio of 1:1.15. An all-cotton desized, scoured and bleached 80×80 printcloth weighing 3.2 oz/yd2 was thoroughly wetted by immersion in this treating bath, was passed between the rolls of a wringer, was again immersed in the treating bath, and was again passed through the wringer, the pressure of the wringer rolls being sufficien...